This data is from the Open Reaction Database (ORD), a public repository of structured organic reaction records. The task is: describe an organic reaction: reactants, conditions, products, and yield Reactants: C(C)(=O)O[BH-](OC(C)=O)OC(C)=O.[Na+] (sodium triacetoxyborohydride), C=O (formaldehyde), C(C)(=O)O[BH-](OC(C)=O)OC(C)=O.[Na+] (sodium triacetoxyborohydride), crude product, C(C)(=O)O (Acetic acid), C=O (formaldehyde), FC(C(=O)O)(F)F.N1CC(C1)N1N=CC=C1C1=C(OC2=CC(=C(C=C2F)S(=O)(=O)NC2=NC=NS2)F)C=CC(=C1)Cl (4-[2-(1-Azetidin-3-yl-1H-pyrazol-5-yl)-4-chlorophenoxy]-2,5-difluoro-N-1,2,4-thiadiazol-5-ylbenzenesulfonamide trifluoroacetate salt). Run in C(C)O (ethanol), O (water), CO (methanol), ClCCl (dichloromethane). Run at time 30 minute. Product: ClC1=CC(=C(OC2=CC(=C(C=C2F)S(=O)(=O)NC2=NC=NS2)F)C=C1)C1=CC=NN1C1CN(C1)C (4-{4-Chloro-2-[1-(1-methylazetidin-3-yl)-1H-pyrazol-5-yl]phenoxy}-2,5-difluoro-N-1,2,4-thiadiazol-5-ylbenzenesulfonamide). Reaction SMILES: F[C:2](F)(F)C(O)=O.[NH:8]1[CH2:11][CH:10]([N:12]2[C:16]([C:17]3[CH:40]=[C:39]([Cl:41])[CH:38]=[CH:37][C:18]=3[O:19][C:20]3[C:25]([F:26])=[CH:24][C:23]([S:27]([NH:30][C:31]4[S:35][N:34]=[CH:33][N:32]=4)(=[O:29])=[O:28])=[C:22]([F:36])[CH:21]=3)=[CH:15][CH:14]=[N:13]2)[CH2:9]1.C(O)(=O)C.C=O.C(O[BH-](OC(=O)C)OC(=O)C)(=O)C.[Na+]>ClCCl.CO.C(O)C.O>[Cl:41][C:39]1[CH:38]=[CH:37][C:18]([O:19][C:20]2[C:25]([F:26])=[CH:24][C:23]([S:27]([NH:30][C:31]3[S:35][N:34]=[CH:33][N:32]=3)(=[O:28])=[O:29])=[C:22]([F:36])[CH:21]=2)=[C:17]([C:16]2[N:12]([CH:10]3[CH2:9][N:8]([CH3:2])[CH2:11]3)[N:13]=[CH:14][CH:15]=2)[CH:40]=1 |f:0.1,4.5|. Procedure details: An alternative method of preparing Example 811 is as follows: 4-[2-(1-Azetidin-3-yl-1H-pyrazol-5-yl)-4-chlorophenoxy]-2,5-difluoro-N-1,2,4-thiadiazol-5-ylbenzenesulfonamide trifluoroacetate salt, (Example 801, 110.45 g, 0.1558 mol) was dissolved in dichloromethane (1050 mL) and methanol (110.45 mL). Acetic acid (17.86 mL, 2.73 mol) was added followed by aqueous formaldehyde solution (58.54 mL of 37 wt % in water, 0.779 mol), stirred at room temperature for 30 minutes. The solution was then coole... Reactants: O1CCNCCOCCNCC1 (1,7-dioxa-4,10-diazacyclododecane), C12(CC3CC(CC(C1)C3)C2)CC(=O)Cl ((1-adamantyl ) acetyl chloride). Product: C12(CC3CC(CC(C1)C3)C2)CC(=O)N2CCOCCN(CCOCC2)C(CC23CC1CC(CC(C2)C1)C3)=O (4,10-Bis((1-adamantanyl) acetyl) - 1,7-dioxa-4,10-diazacyclododecane). As a reaction SMILES: [O:1]1[CH2:12][CH2:11][NH:10][CH2:9][CH2:8][O:7][CH2:6][CH2:5][NH:4][CH2:3][CH2:2]1.[C:13]12([CH2:23][C:24](Cl)=[O:25])[CH2:22][CH:17]3[CH2:18][CH:19]([CH2:21][CH:15]([CH2:16]3)[CH2:14]1)[CH2:20]2>>[C:13]12([CH2:23][C:24]([N:4]3[CH2:5][CH2:6][O:7][CH2:8][CH2:9][N:10]([C:24](=[O:25])[CH2:23][C:13]45[CH2:22][CH:17]6[CH2:16][CH:15]([CH2:21][CH:19]([CH2:18]6)[CH2:20]4)[CH2:14]5)[CH2:11][CH2:12][O:1][CH2:2][CH2:3]3)=[O:25])[CH2:22][CH:17]3[CH2:18][CH:19]([CH2:21][CH:15]([CH2:16]3)[CH2:14]1)[CH2:20]2. Procedure details: Analogously to Example 2 from 1,7-dioxa-4,10-diazacyclododecane and (1-adamantyl ) acetyl chloride. The reactants are CCOC(=O)c1ccc(-c2c(F)c(OC)cc(OC)c2Cl)c2nccnc12, CO, ClCCl, CN(CC(=O)N(C)C)Cc1ccc(N)nc1. Product: COc1cc(OC)c(Cl)c(-c2ccc(C(=O)Nc3ccc(CN(C)CC(=O)N(C)C)cn3)c3nccnc23)c1F. As a reaction SMILES: [CH2:1]([O:2][C:4](=[O:5])[c:6]1[c:7]2[n:8][cH:9][cH:10][n:11][c:12]2[c:13](-[c:16]2[c:17]([Cl:27])[c:18]([O:25][CH3:26])[cH:19][c:20]([O:23][CH3:24])[c:21]2[F:22])[cH:14][cH:15]1)[CH3:3].[CH3:47][OH:48].[Cl:44][CH2:45][Cl:46].[NH2:28][c:29]1[cH:30][cH:31][c:32]([CH2:35][N:36]([CH2:37][C:38](=[O:39])[N:40]([CH3:41])[CH3:42])[CH3:43])[cH:33][n:34]1>>[C:4](=[O:5])([c:6]1[c:7]2[n:8][cH:9][cH:10][n:11][c:12]2[c:13](-[c:16]2[c:17]([Cl:27])[c:18]([O:25][CH3:26])[cH:19][c:20]([O:23][CH3:24])[c:21]2[F:22])[cH:14][cH:15]1)[NH:28][c:29]1[cH:30][cH:31][c:32]([CH2:35][N:36]([CH2:37][C:38](=[O:39])[N:40]([CH3:41])[CH3:42])[CH3:43])[cH:33][n:34]1. The reactants are N#CC1(C2CCCCC2)Cc2cc3c(cc21)N(C(=O)Nc1cccnc1)CC3, CCO, [Cl-], N, [NH4+], [Na], C1CCOC1. Yields the product O=C(Nc1cccnc1)N1CCc2cc3c(cc21)C(C1CCCCC1)C3. As a reaction SMILES: [C:1](#[N:2])[C:3]1([CH:23]2[CH2:24][CH2:25][CH2:26][CH2:27][CH2:28]2)[CH2:4][c:5]2[cH:6][c:7]3[c:11]([cH:12][c:13]21)[N:10]([C:14](=[O:15])[NH:16][c:17]1[cH:18][n:19][cH:20][cH:21][cH:22]1)[CH2:9][CH2:8]3.[CH3:38][CH2:39][OH:40].[Cl-:31].[NH3:29].[NH4+:32].[Na:30].[O:33]1[CH2:34][CH2:35][CH2:36][CH2:37]1>>[CH:3]1([CH:23]2[CH2:24][CH2:25][CH2:26][CH2:27][CH2:28]2)[CH2:4][c:5]2[cH:6][c:7]3[c:11]([cH:12][c:13]21)[N:10]([C:14](=[O:15])[NH:16][c:17]1[cH:18][n:19][cH:20][cH:21][cH:22]1)[CH2:9][CH2:8]3. The reactants are O=C([O-])[O-], CCO, ClCc1ccccc1, COc1ccc(C=O)c(Cl)c1O, [K+], [K+], O. Product: COc1ccc(C=O)c(Cl)c1OCc1ccccc1. RXN SMILES: [C:21](=[O:22])([O-:23])[O-:24].[CH3:27][CH2:28][OH:29].[Cl:13][CH2:14][c:15]1[cH:16][cH:17][cH:18][cH:19][cH:20]1.[Cl:1][c:2]1[c:3]([CH:4]=[O:5])[cH:6][cH:7][c:8]([O:11][CH3:12])[c:9]1[OH:10].[K+:25].[K+:26].[OH2:30]>>[Cl:1][c:2]1[c:3]([CH:4]=[O:5])[cH:6][cH:7][c:8]([O:11][CH3:12])[c:9]1[O:10][CH2:14][c:15]1[cH:16][cH:17][cH:18][cH:19][cH:20]1. Reactants: N (ammonia), CC1=C(C=CC(=C1C)N)O (2,3-dimethyl-4-amino phenol), NC=1C=C(C=CC1OC)O (3-amino-4-methoxy phenol), OO (H2O2). Run in CC(=O)C (acetone), O (water), O (water). Run at time 3 hour. Product: NC=1C(C=C(C(C1)=O)NC1=C(C(=C(C=C1)O)C)C)=O (2-amino-5-(4'-hydroxy-2',3'-dimethyl anilino)-1,4-benzoquinone). Reaction SMILES: [NH2:1][C:2]1[CH:3]=[C:4]([OH:10])[CH:5]=[CH:6][C:7]=1[O:8]C.N.OO.[CH3:14][C:15]1[C:20]([CH3:21])=[C:19]([NH2:22])[CH:18]=[CH:17][C:16]=1[OH:23]>O.CC(C)=O>[NH2:1][C:2]1[C:7](=[O:8])[CH:6]=[C:5]([NH:22][C:19]2[CH:18]=[CH:17][C:16]([OH:23])=[C:15]([CH3:14])[C:20]=2[CH3:21])[C:4](=[O:10])[CH:3]=1. Procedure details: 0.01 mole (1.39 g) of 3-amino-4-methoxy phenol is dissolved in 100 cc of water to which have been added 50 cc of acetone and 10 cc of ammonia (22° Be'). To this solution there are added 100 cc of H2O2 (20 volumes) and immediately thereafter, with good agitation, 0.01 mole (1.37 g) of 2,3-dimethyl-4-amino phenol in suspension in 100 cc of water. The resulting reaction mixture is agitated for three hours at which time it is filtered to recover the 2-amino-5-(4'-hydroxy-2',3'-dimethyl anilino)-1,4-...